describe an organic reaction: reactants, conditions, products, and yield From a dataset of the Open Reaction Database (ORD), a public repository of structured organic reaction records. The reactants are [Cl-], [Cl-], [Cl-], [Cl-], COC(=S)c1cc(-c2nc(-c3ccc([N+](=O)[O-])cc3)cs2)c(C)s1, [Na+], C1CCOC1, [OH-], [Ti+4]. Product: COC(=S)c1cc(-c2nc(-c3ccc(N)cc3)cs2)c(C)s1. As a reaction SMILES: [Cl-:32].[Cl-:34].[Cl-:35].[Cl-:36].[N+:1]([O-:2])(=[O:3])[c:4]1[cH:5][cH:6][c:7](-[c:10]2[n:11][c:12](-[c:15]3[cH:16][c:17]([C:21](=[S:22])[O:23][CH3:24])[s:18][c:19]3[CH3:20])[s:13][cH:14]2)[cH:8][cH:9]1.[Na+:26].[O:27]1[CH2:28][CH2:29][CH2:30][CH2:31]1.[OH-:25].[Ti+4:33]>>[NH2:1][c:4]1[cH:5][cH:6][c:7](-[c:10]2[n:11][c:12](-[c:15]3[cH:16][c:17]([C:21](=[S:22])[O:23][CH3:24])[s:18][c:19]3[CH3:20])[s:13][cH:14]2)[cH:8][cH:9]1. Reactants: COc1ccc(P2(=S)SP(=S)(c3ccc(OC)cc3)S2)cc1, O=C1CCCN1S(=O)(=O)c1ccc(N2CCCCC2)cc1, C1CCOC1. The product is O=S(=O)(c1ccc(N2CCCCC2)cc1)N1CCCC1=S. RXN SMILES: [CH3:22][O:23][c:24]1[cH:25][cH:26][c:27]([P:28]2(=[S:29])[S:30][P:32](=[S:33])([c:34]3[cH:35][cH:36][c:37]([O:38][CH3:39])[cH:40][cH:41]3)[S:31]2)[cH:42][cH:43]1.[N:1]1([c:7]2[cH:8][cH:9][c:10]([S:13](=[O:14])(=[O:15])[N:16]3[C:17](=[O:21])[CH2:18][CH2:19][CH2:20]3)[cH:11][cH:12]2)[CH2:2][CH2:3][CH2:4][CH2:5][CH2:6]1.[O:44]1[CH2:45][CH2:46][CH2:47][CH2:48]1>>[N:1]1([c:7]2[cH:8][cH:9][c:10]([S:13](=[O:14])(=[O:15])[N:16]3[C:17](=[S:31])[CH2:18][CH2:19][CH2:20]3)[cH:11][cH:12]2)[CH2:2][CH2:3][CH2:4][CH2:5][CH2:6]1.